This data is from the Open Reaction Database (ORD), a public repository of structured organic reaction records. The task is: describe an organic reaction: reactants, conditions, products, and yield Starting materials: C(C)C1=C(C(=O)OC)C=CC=C1 (methyl 2-ethylbenzoate), O (water), BrBr (bromine), C([O-])([O-])=O.[K+].[K+] (potassium carbonate). Solvent: CO (methanol). Reaction conditions: time 1.5 hour. Yields the product BrC=1C=CC(=C(C(=O)OC)C1)CC (methyl 5-bromo-2-ethylbenzoate). As a reaction SMILES: [CH2:1]([C:3]1[CH:12]=[CH:11][CH:10]=[CH:9][C:4]=1[C:5]([O:7][CH3:8])=[O:6])[CH3:2].[Br:13]Br.C(=O)([O-])[O-].[K+].[K+].O>CO>[Br:13][C:10]1[CH:11]=[CH:12][C:3]([CH2:1][CH3:2])=[C:4]([CH:9]=1)[C:5]([O:7][CH3:8])=[O:6] |f:2.3.4|. Procedure: The above methyl 2-ethylbenzoate was mixed with molecular sieve 13× (powder, 70 g), and while stirring the mixture, bromine (5.2 ml) was added dropwise thereto at 80° C. The mixture was further stirred at the same temperature for 1.5 hours. The mixture was cooled to room temperature, and added thereto were potassium carbonate (7.4 g), water (70 ml) and methanol (350 ml), and the mixture was stirred for 8 hours. Insoluble materials were filtered off, and suspended in a mixed solution of methanol ... Starting materials: ClC1=C(OC2CCN(CC2)C[C@@H](CNC)O)C=CC(=C1C)Cl ((2R)-1-[4-(2,4-dichloro-3-methylphenoxy)piperidin-1-yl]-3-(methylamino)propan-2-ol), O=C1SC(=C(N1)C(F)(F)F)C(=O)O (2-oxo-4-(trifluoromethyl)-2,3-dihydro-1,3-thiazole-5-carboxylic acid). The product is ClC1=C(OC2CCN(CC2)C[C@@H](CN(C(=O)C2=C(NC(S2)=O)C(F)(F)F)C)O)C=CC(=C1C)Cl (N-{(2S)-3-[4-(2,4-Dichloro-3-methylphenoxy)piperidin-1-yl]-2-hydroxypropyl}-N-methyl-2-oxo-4-(trifluoromethyl)-2,3-dihydro-1,3-thiazole-5-carboxamide). Isolated yield 37.3%. Reaction SMILES: [Cl:1][C:2]1[C:20]([CH3:21])=[C:19]([Cl:22])[CH:18]=[CH:17][C:3]=1[O:4][CH:5]1[CH2:10][CH2:9][N:8]([CH2:11][C@H:12]([OH:16])[CH2:13][NH:14][CH3:15])[CH2:7][CH2:6]1.[O:23]=[C:24]1[NH:28][C:27]([C:29]([F:32])([F:31])[F:30])=[C:26]([C:33]([OH:35])=O)[S:25]1>>[Cl:1][C:2]1[C:20]([CH3:21])=[C:19]([Cl:22])[CH:18]=[CH:17][C:3]=1[O:4][CH:5]1[CH2:10][CH2:9][N:8]([CH2:11][C@H:12]([OH:16])[CH2:13][N:14]([CH3:15])[C:33]([C:26]2[S:25][C:24](=[O:23])[NH:28][C:27]=2[C:29]([F:30])([F:31])[F:32])=[O:35])[CH2:7][CH2:6]1. Procedure details: Prepared as Example 1 using (2R)-1-[4-(2,4-dichloro-3-methylphenoxy)piperidin-1-yl]-3-(methylamino)propan-2-ol (0.156 g) and 2-oxo-4-(trifluoromethyl)-2,3-dihydro-1,3-thiazole-5-carboxylic acid (0.096 g) to yield the title compound as a colourless solid (0.091 g). Reactants: N1=CC=C(C=C1)C1(CNCC1)CCO (3-(pyrid-4-yl)-3-(2-hydroxyethyl)-pyrrolidine), COC=1C=C(C(=O)Cl)C=C(C1OC)OC (3,4,5-trimethoxybenzoyl chloride), C([O-])(O)=O.[Na+] (sodium bicarbonate). The product is COC=1C=C(C(=O)N2CC(CC2)(CCO)C2=CC=NC=C2)C=C(C1OC)OC (1-(3,4,5-trimethoxybenzoyl)-3-(pyrid-4-yl)-3-(2-hydroxyethyl)pyrrolidine). Reaction SMILES: [N:1]1[CH:6]=[CH:5][C:4]([C:7]2([CH2:12][CH2:13][OH:14])[CH2:11][CH2:10][NH:9][CH2:8]2)=[CH:3][CH:2]=1.[CH3:15][O:16][C:17]1[CH:18]=[C:19]([CH:23]=[C:24]([O:28][CH3:29])[C:25]=1[O:26][CH3:27])[C:20](Cl)=[O:21].C(=O)(O)[O-].[Na+]>>[CH3:29][O:28][C:24]1[CH:23]=[C:19]([CH:18]=[C:17]([O:16][CH3:15])[C:25]=1[O:26][CH3:27])[C:20]([N:9]1[CH2:10][CH2:11][C:7]([C:4]2[CH:5]=[CH:6][N:1]=[CH:2][CH:3]=2)([CH2:12][CH2:13][OH:14])[CH2:8]1)=[O:21] |f:2.3|. Procedure: Prepare by the method of Example 5.2.2 using 3-(pyrid-4-yl)-3-(2-hydroxyethyl)-pyrrolidine, 3,4,5-trimethoxybenzoyl chloride, and sodium bicarbonate to give the title compound: Rf=0.42 (silica gel, 8% methanol/dichloromethane). Starting materials: NC1=C(C=C(C=2C(C3=CC=CC=C3C(C12)=O)=O)Br)Br (1-amino-2,4-dibromoanthraquinone), C(CCCCCCCCCCCCCCCCC)C1=CC=C(N)C=C1 (p-octadecyl-aniline), C(C)(=O)[O-].[K+] (potassium acetate). Reagents/catalysts: C(C)(=O)[O-].[Cu+2].C(C)(=O)[O-] (copper acetate). Solvent: N1=CC=CC=C1 (pyridine). Run at time 24 hour. Yields the product NC1=C(C=C(C=2C(C3=CC=CC=C3C(C12)=O)=O)NC1=CC=C(C=C1)CCCCCCCCCCCCCCCCCC)Br (1-amino-2-bromo-4-p-octadecylanilinoanthraquinone). RXN SMILES: [NH2:1][C:2]1[C:15]2[C:14](=[O:16])[C:13]3[C:8](=[CH:9][CH:10]=[CH:11][CH:12]=3)[C:7](=[O:17])[C:6]=2[C:5](Br)=[CH:4][C:3]=1[Br:19].[CH2:20]([C:38]1[CH:44]=[CH:43][C:41]([NH2:42])=[CH:40][CH:39]=1)[CH2:21][CH2:22][CH2:23][CH2:24][CH2:25][CH2:26][CH2:27][CH2:28][CH2:29][CH2:30][CH2:31][CH2:32][CH2:33][CH2:34][CH2:35][CH2:36][CH3:37].C([O-])(=O)C.[K+]>C([O-])(=O)C.[Cu+2].C([O-])(=O)C.N1C=CC=CC=1>[NH2:1][C:2]1[C:15]2[C:14](=[O:16])[C:13]3[C:8](=[CH:9][CH:10]=[CH:11][CH:12]=3)[C:7](=[O:17])[C:6]=2[C:5]([NH:42][C:41]2[CH:43]=[CH:44][C:38]([CH2:20][CH2:21][CH2:22][CH2:23][CH2:24][CH2:25][CH2:26][CH2:27][CH2:28][CH2:29][CH2:30][CH2:31][CH2:32][CH2:33][CH2:34][CH2:35][CH2:36][CH3:37])=[CH:39][CH:40]=2)=[CH:4][C:3]=1[Br:19] |f:2.3,4.5.6|. Procedure details: A reactor was charged with 10 g of 1-amino-2,4-dibromoanthraquinone, 15 g of p-octadecyl-aniline, 20 g of pyridine, 0.2 g of copper acetate and 2.5 g of potassium acetate, and the reaction was effected at an elevated temperature of 115°-120° C. for 24 hours under stirring. A blue solid of 1-amino-2-bromo-4-p-octadecylanilinoanthraquinone was obtained by the reaction of the formula: ##STR9## Reactants: S1C(=CC=C1)C=O (thiophene-2-carbaldehyde), N1C(=O)NC(=O)C1 (hydantoin). Product: C1(=CC=CS1)C=C1C(NC(N1)=O)=O (5-(2-thenylidene) hydantoin). Isolated yield 75.0%. As a reaction SMILES: [S:1]1[CH:5]=[CH:4][CH:3]=[C:2]1[CH:6]=O.[NH:8]1[CH2:14][C:12](=[O:13])[NH:11][C:9]1=[O:10]>>[C:2]1([CH:6]=[C:14]2[NH:8][C:9](=[O:10])[NH:11][C:12]2=[O:13])[S:1][CH:5]=[CH:4][CH:3]=1. Procedure: It known that the condensation of thiophene-2-carbaldehyde with hydantoin gives 5-(2-thenylidene) hydantoin, which can then be reduced either into 5-(2-thenyl) hydantoin, with a yield of 75% by sodium amalgam in a petroleum ether (G. BARGER and A. EASSON, J. Chem. Soc. 1938, 2100), or directly into β 2-thienyl alanine, with a yield of 72% by using ammonium sulphide (V. du VIGNEAUD et al, J. Biol. Chem., 159, 385-94, 1945). Starting materials: C(C)OC(=O)C1(CC2=CC(=C(C=C2C1)F)F)NC(C1=C(C(=CC=C1)C)OC1CCC1)=O (2-(2-cyclobutoxy-3-methyl-benzoylamino)-5,6-difluoro-indan-2-carboxylic acid ethyl ester), [OH-].[K+] (KOH), O (water). The solvent is CCO (EtOH). Run at time 8 hour. Yields the product C1(CCC1)OC1=C(C(=O)NC2(CC3=CC(=C(C=C3C2)F)F)C(=O)O)C=CC=C1C (2-(2-Cyclobutoxy-3-methyl-benzoylamino)-5,6-difluoro-indan-2-carboxylic acid). The yield is 87.9%. RXN SMILES: C([O:3][C:4]([C:6]1([NH:17][C:18](=[O:31])[C:19]2[CH:24]=[CH:23][CH:22]=[C:21]([CH3:25])[C:20]=2[O:26][CH:27]2[CH2:30][CH2:29][CH2:28]2)[CH2:14][C:13]2[C:8](=[CH:9][C:10]([F:16])=[C:11]([F:15])[CH:12]=2)[CH2:7]1)=[O:5])C.[OH-].[K+].O>CCO>[CH:27]1([O:26][C:20]2[C:21]([CH3:25])=[CH:22][CH:23]=[CH:24][C:19]=2[C:18]([NH:17][C:6]2([C:4]([OH:5])=[O:3])[CH2:7][C:8]3[C:13](=[CH:12][C:11]([F:15])=[C:10]([F:16])[CH:9]=3)[CH2:14]2)=[O:31])[CH2:30][CH2:29][CH2:28]1 |f:1.2|. Reported procedure: The mixture 2-(2-cyclobutoxy-3-methyl-benzoylamino)-5,6-difluoro-indan-2-carboxylic acid ethyl ester (104) (367 mg, 0.85 mmol) and KOH (600 mg, 10.7 mmol) is dissolved in EtOH (10 mL) and water (1 mL) under a water bath. The water bath is removed when KOH is completely dissolved and the resulting reaction solution is stirred at RT for 8 h. After concentration in vacuo, the residue is dissolved in water (30 mL) and acidified with conc. HCl until no more white precipitate formed. After the filtrat...